From a dataset of the Open Reaction Database (ORD), a public repository of structured organic reaction records. describe an organic reaction: reactants, conditions, products, and yield The reactants are C(C)(C)(C)OC(NCCN1C(OC(C2=C1C=CC(=C2)Cl)(C(F)(F)F)C#CC2CC2)=O)=O ([2-(6-chloro-4-cyclopropylethynyl-2-oxo-4-trifluoromethyl-4H-benzo[d][1,3]oxazin-1-yl)-ethyl]-carbamic acid tert-butylester), FC(C(=O)O)(F)F (trifluoroacetic acid). Solvent: ClCCl (dichloromethane). Reaction conditions: time 30 minute. Yields the product FC(C(=O)O)(F)F.NCCN1C(OC(C2=C1C=CC(=C2)Cl)(C(F)(F)F)C#CC2CC2)=O (1-(2-amino-ethyl)-6-chloro-4-cyclopropylethynyl-4-trifluoromethyl-1,4-dihydro-benzo[d][1,3]oxazin-2-one trifluoroacetate). As a reaction SMILES: C(OC(=O)[NH:7][CH2:8][CH2:9][N:10]1[C:15]2[CH:16]=[CH:17][C:18]([Cl:20])=[CH:19][C:14]=2[C:13]([C:25]#[C:26][CH:27]2[CH2:29][CH2:28]2)([C:21]([F:24])([F:23])[F:22])[O:12][C:11]1=[O:30])(C)(C)C.[F:32][C:33]([F:38])([F:37])[C:34]([OH:36])=[O:35]>ClCCl>[F:32][C:33]([F:38])([F:37])[C:34]([OH:36])=[O:35].[NH2:7][CH2:8][CH2:9][N:10]1[C:15]2[CH:16]=[CH:17][C:18]([Cl:20])=[CH:19][C:14]=2[C:13]([C:25]#[C:26][CH:27]2[CH2:29][CH2:28]2)([C:21]([F:22])([F:24])[F:23])[O:12][C:11]1=[O:30] |f:3.4|. Reported procedure: To 2.5 mg of 7 was added 500 μL of dichloromethane and 500 μL of trifluoroacetic acid. The mixture was allowed to stir at room temperature for 30 minutes and concentrated under reduced pressure to give 3 mg of 8 as a thick oil (M+H, 359). Starting materials: c1ccc2c(c1)CCN2, CC#N, CCN(C(C)C)C(C)C, COC(=O)CCC(C(N)=O)N1Cc2c(OCc3ccc(CBr)cc3)cccc2C1=O. The product is COC(=O)CCC(C(N)=O)N1Cc2c(OCc3ccc(CN4CCc5ccccc54)cc3)cccc2C1=O. As a reaction SMILES: [CH2:31]1[CH2:32][c:33]2[cH:34][cH:35][cH:36][cH:37][c:38]2[NH:39]1.[CH3:49][C:50]#[N:51].[CH:40]([N:41]([CH2:42][CH3:43])[CH:44]([CH3:45])[CH3:46])([CH3:47])[CH3:48].[NH2:1][C:2]([CH:3]([CH2:4][CH2:5][C:6](=[O:7])[O:8][CH3:9])[N:10]1[C:11](=[O:29])[c:12]2[cH:13][cH:14][cH:15][c:16]([O:19][CH2:20][c:21]3[cH:22][cH:23][c:24]([CH2:27][Br:28])[cH:25][cH:26]3)[c:17]2[CH2:18]1)=[O:30]>>[NH2:1][C:2]([CH:3]([CH2:4][CH2:5][C:6](=[O:7])[O:8][CH3:9])[N:10]1[C:11](=[O:29])[c:12]2[cH:13][cH:14][cH:15][c:16]([O:19][CH2:20][c:21]3[cH:22][cH:23][c:24]([CH2:27][N:39]4[CH2:31][CH2:32][c:33]5[cH:34][cH:35][cH:36][cH:37][c:38]54)[cH:25][cH:26]3)[c:17]2[CH2:18]1)=[O:30].